This data is from the Open Reaction Database (ORD), a public repository of structured organic reaction records. The task is: describe an organic reaction: reactants, conditions, products, and yield Reactants: [H-].[Na+] (sodium hydride), FC=1C=C(C=CC1)O (3-fluorophenol), ice water, CNC(=O)N1CC(C1)OS(=O)(=O)C (N-methyl-3-[(methanesulfonyl)oxy]-1-azetidinecarboxamide). The solvent is CN(C=O)C (dimethylformamide), CN(C=O)C (dimethylformamide), O (water). Conditions: temperature 90 celsius, time 1 hour. Product: FC=1C=C(OC2CN(C2)C(=O)NC)C=CC1 (3-(3-Fluorophenoxy)-N-methyl-1-azetidinecarboxamide). Yield: 44.6%. As a reaction SMILES: [H-].[Na+].[F:3][C:4]1[CH:5]=[C:6]([OH:10])[CH:7]=[CH:8][CH:9]=1.[CH3:11][NH:12][C:13]([N:15]1[CH2:18][CH:17](OS(C)(=O)=O)[CH2:16]1)=[O:14]>CN(C)C=O.O>[F:3][C:4]1[CH:5]=[C:6]([CH:7]=[CH:8][CH:9]=1)[O:10][CH:17]1[CH2:18][N:15]([C:13]([NH:12][CH3:11])=[O:14])[CH2:16]1 |f:0.1|. Procedure: A stirred slurry of 0.38 g (0.02 mole) of 60% sodium hydride as a mineral oil suspension in 10 ml of dry dimethylformamide was treated under nitrogen with the dropwise addition of 1.12 g (0.01 mole) of 3-fluorophenol in 20 ml of dimethylformamide. After 1 hr, the mixture was heated at 90° C. for 20 min then 2.1 g (0.01 mole) of N-methyl-3-[(methanesulfonyl)oxy]-1-azetidinecarboxamide was added as a solid. The reaction mixture was then stirred at 90° C. for 8 hr. The reaction mixture was cooled b...